Dataset: the Open Reaction Database (ORD), a public repository of structured organic reaction records. Task: describe an organic reaction: reactants, conditions, products, and yield Starting materials: Nc1ccc(C(F)(F)F)cc1, CC(C)(C)OC(=O)N1CCC(Nc2cccc(C(F)(F)F)c2)CC1, CC(C)(C)OC(=O)N1CCC(=O)CC1. Product: CC(C)(C)OC(=O)N1CCC(Nc2ccc(C(F)(F)F)cc2)CC1. RXN SMILES: [F:15][C:16]([c:17]1[cH:18][cH:19][c:20]([NH2:21])[cH:22][cH:23]1)([F:24])[F:25].[F:26][C:27]([F:28])([F:29])[c:30]1[cH:31][c:32]([NH:33][CH:34]2[CH2:35][CH2:36][N:37]([C:38]([O:39][C:40]([CH3:41])([CH3:42])[CH3:43])=[O:44])[CH2:45][CH2:46]2)[cH:47][cH:48][cH:49]1.[O:1]=[C:2]1[CH2:3][CH2:4][N:5]([C:8](=[O:9])[O:10][C:11]([CH3:12])([CH3:13])[CH3:14])[CH2:6][CH2:7]1>>[CH:2]1([NH:21][c:20]2[cH:19][cH:18][c:17]([C:16]([F:15])([F:24])[F:25])[cH:23][cH:22]2)[CH2:3][CH2:4][N:5]([C:8](=[O:9])[O:10][C:11]([CH3:12])([CH3:13])[CH3:14])[CH2:6][CH2:7]1. Starting materials: NC1=CC(=CC=2C=NSC21)[N+](=O)[O-] (7-amino-5-nitrobenzisothiazole), S(O)(O)(=O)=O (sulfuric acid), P(O)(O)(O)=O (phosphoric acid), N(=O)OS(O)(=O)=O (nitrosyl sulfuric acid), C(=C)OC(CCN(C1=CC=CC=C1)CC)=O (3-(ethyl-phenyl-amino)-propionic acid vinyl ester), S(N)(O)(=O)=O (sulfamic acid). Run in CO (methanol). Run at temperature 60 celsius, time 2 hour. Yields the product 10.1, C(=C)OC(CCN(C1=CC=C(C=C1)N=NC1=C2C(=NS1)C=CC(=C2)[N+](=O)[O-])CC)=O (3-{ethyl-[4-(5-nitro-benzo[c]isothiazol-3-ylazo)-phenyl]-amino}-propionic acid vinyl ester). RXN SMILES: N[C:2]1[C:10]2S[N:8]=[CH:7][C:6]=2[CH:5]=[C:4]([N+:11]([O-:13])=[O:12])[CH:3]=1.S(=O)(=O)(O)O.P(=O)(O)(O)O.[N:24](OS(=O)(=O)O)=O.[CH:31]([O:33][C:34](=[O:46])[CH2:35][CH2:36][N:37]([CH2:44][CH3:45])[C:38]1[CH:43]=[CH:42][CH:41]=[CH:40][CH:39]=1)=[CH2:32].[S:47](=O)(=O)(O)[NH2:48]>CO>[CH:31]([O:33][C:34](=[O:46])[CH2:35][CH2:36][N:37]([CH2:44][CH3:45])[C:38]1[CH:43]=[CH:42][C:41]([N:24]=[N:8][C:7]2[S:47][N:48]=[C:10]3[CH:2]=[CH:3][C:4]([N+:11]([O-:13])=[O:12])=[CH:5][C:6]=23)=[CH:40][CH:39]=1)=[CH2:32]. Procedure: 5.9 parts of 7-amino-5-nitrobenzisothiazole, 30 parts of 98% sulfuric acid and 8 parts of 85% phosphoric acid were charged, heated at 60° C. for 30 mins, then cooled to 5° C. 11.4 parts of 40% (w/w) nitrosyl sulfuric acid were added, whilst the temperature was held below 10° C. The diazotization mixture was stirred for a further 2 hrs at 5-10° C. To a separate vessel were charged 6.5 parts of 3-(ethyl-phenyl-amino)-propionic acid vinyl ester, 100 parts of methanol, 1 part sulfamic acid and 100 p... Reactants: C=1C=CC(=CC1)[C@@H]2[C@H](O2)C=3C=CC=CC3 (trans-stilbene oxide), NCC(CO)O (1-amino-2,3-propanediol), O (water). The solvent is CO (methanol). Run at temperature 125 celsius. Yields the product OC(C(C1=CC=CC=C1)NCC(CO)O)C1=CC=CC=C1 (1-[[(2-Hydroxy-1,2-diphenylethyl)amino]methyl]-1,2-ethanediol). Isolated yield 22.1%. Reaction SMILES: [CH:1]1[CH:2]=[CH:3][C:4]([C@H:7]2[O:9][C@@H:8]2[C:10]2[CH:11]=[CH:12][CH:13]=[CH:14][CH:15]=2)=[CH:5][CH:6]=1.[NH2:16][CH2:17][CH:18]([OH:21])[CH2:19][OH:20].O>CO>[OH:9][CH:7]([C:4]1[CH:3]=[CH:2][CH:1]=[CH:6][CH:5]=1)[CH:8]([NH:16][CH2:17][CH:18]([OH:21])[CH2:19][OH:20])[C:10]1[CH:11]=[CH:12][CH:13]=[CH:14][CH:15]=1. Procedure details: A mixture of trans-stilbene oxide (3.93 g, 0.20 mol) and 1-amino-2,3-propanediol (5.46 g, 0.060 mol) was heated at 125° C. for 18 hours in an oil bath. After cooling, the reaction mixture was dissolved in 20 mL of methanol and the solution poured into 150 mL of water. The product separated from the solution as a viscous cream-colored oil that slowly solidified. The solid was collected by filtration and vacuum dried at 40° C. for 18 hours to give 3.81 g (66% yield) of material. The product was re... The reactants are CC(C)(C)CC(=O)c1ccc(CNC(=O)OC(C)(C)C)cc1F, ClCCl, Cl, [Na+], O=C([O-])O, C1COCCO1. The product is CC(C)(C)CC(=O)c1ccc(CN)cc1F. RXN SMILES: [C:8]([O:9][C:10](=[O:11])[NH:15][CH2:16][c:17]1[cH:18][c:19]([F:30])[c:20]([C:23]([CH2:24][C:25]([CH3:26])([CH3:27])[CH3:28])=[O:29])[cH:21][cH:22]1)([CH3:12])([CH3:13])[CH3:14].[Cl:31][CH2:32][Cl:33].[ClH:1].[Na+:38].[O-:34][C:35]([OH:36])=[O:37].[O:2]1[CH2:3][CH2:4][O:5][CH2:6][CH2:7]1>>[NH2:15][CH2:16][c:17]1[cH:18][c:19]([F:30])[c:20]([C:23]([CH2:24][C:25]([CH3:26])([CH3:27])[CH3:28])=[O:29])[cH:21][cH:22]1.